This data is from the Open Reaction Database (ORD), a public repository of structured organic reaction records. The task is: describe an organic reaction: reactants, conditions, products, and yield Reactants: [BH3-]C#N, C=O, COc1cccc(Cc2nc(Nc3ccc(-n4cnc(C)c4)c(OC)c3)nc3c2CNCC3)c1, CC(=O)O, CO, [Na+]. Yields the product COc1cccc(Cc2nc(Nc3ccc(-n4cnc(C)c4)c(OC)c3)nc3c2CN(C)CC3)c1. Reaction SMILES: [C:37]([BH3-:38])#[N:39].[CH2:1]=[O:2].[CH3:3][O:4][c:5]1[cH:6][c:7]([NH:17][c:18]2[n:19][c:20]([CH2:28][c:29]3[cH:30][c:31]([O:35][CH3:36])[cH:32][cH:33][cH:34]3)[c:21]3[c:22]([n:23]2)[CH2:24][CH2:25][NH:26][CH2:27]3)[cH:8][cH:9][c:10]1-[n:11]1[cH:12][n:13][c:14]([CH3:16])[cH:15]1.[CH3:41][C:42](=[O:43])[OH:44].[CH3:45][OH:46].[Na+:40]>>[CH3:3][O:4][c:5]1[cH:6][c:7]([NH:17][c:18]2[n:19][c:20]([CH2:28][c:29]3[cH:30][c:31]([O:35][CH3:36])[cH:32][cH:33][cH:34]3)[c:21]3[c:22]([n:23]2)[CH2:24][CH2:25][N:26]([CH3:37])[CH2:27]3)[cH:8][cH:9][c:10]1-[n:11]1[cH:12][n:13][c:14]([CH3:16])[cH:15]1. Starting materials: C=C(CC(=O)OC)C(=O)OC, CN(C)C=O, CO, ClC(Cl)Cl, [H-], Nc1nc(Cl)c2[nH]cnc2n1, [Na+], O. Yields the product COC(=O)CC(Cn1cnc2c(Cl)nc(N)nc21)C(=O)OC. RXN SMILES: [C:12]([C:13](=[CH2:14])[CH2:15][C:16](=[O:17])[O:18][CH3:19])(=[O:20])[O:21][CH3:22].[CH3:26][N:27]([CH3:28])[CH:29]=[O:30].[CH3:31][OH:32].[CH:33]([Cl:34])([Cl:35])[Cl:36].[H-:23].[NH2:1][c:2]1[n:3][c:4]([Cl:11])[c:5]2[nH:6][cH:7][n:8][c:9]2[n:10]1.[Na+:24].[OH2:25]>>[NH2:1][c:2]1[n:3][c:4]([Cl:11])[c:5]2[n:6][cH:7][n:8]([CH2:14][CH:13]([C:12](=[O:20])[O:21][CH3:22])[CH2:15][C:16](=[O:17])[O:18][CH3:19])[c:9]2[n:10]1. The reactants are CN1CCC(CC1)NNC(=O)OC(C)(C)C (tert-butyl 2-(1-methylpiperidin-4-yl)hydrazinecarboxylate), Cl.CCOC(=O)C (HCl EtOAc). Run at time 8 hour. Product: Cl.N(N)C1CCN(CC1)C (4-hydrazinyl-1-methylpiperidine hydrochloride). Yield: 100.0%. RXN SMILES: [CH3:1][N:2]1[CH2:7][CH2:6][CH:5]([NH:8][NH:9]C(OC(C)(C)C)=O)[CH2:4][CH2:3]1.[ClH:17].CCOC(C)=O>>[ClH:17].[NH:8]([CH:5]1[CH2:6][CH2:7][N:2]([CH3:1])[CH2:3][CH2:4]1)[NH2:9] |f:1.2,3.4|. Procedure: A mixture of tert-butyl 2-(1-methylpiperidin-4-yl)hydrazinecarboxylate (350 mg, 1.53 mmol) in sat. HCl/EtOAc solution (20 mL) was stirred at room temperature overnight. The solvent was removed under reduce pressure to afford 4-hydrazinyl-1-methylpiperidine hydrochloride (253 mg, 100% yield), which was used in the next step without further purification. LCMS (ESI) m/z: 130.3 [M+H+].